From a dataset of the Open Reaction Database (ORD), a public repository of structured organic reaction records. describe an organic reaction: reactants, conditions, products, and yield Reactants: Brc1ccccc1Oc1ncc(Nc2nnc(-c3ccccc3)c3ccccc23)cn1, C1COCCO1, CCOC(C)=O, [Na+], [Na+], O=C([O-])[O-], O, OB(O)c1ccncc1. Product: c1ccc(-c2nnc(Nc3cnc(Oc4ccccc4-c4ccncc4)nc3)c3ccccc23)cc1. As a reaction SMILES: [Br:1][c:2]1[c:3]([O:4][c:5]2[n:6][cH:7][c:8]([NH:11][c:12]3[n:13][n:14][c:15](-[c:22]4[cH:23][cH:24][cH:25][cH:26][cH:27]4)[c:16]4[cH:17][cH:18][cH:19][cH:20][c:21]34)[cH:9][n:10]2)[cH:28][cH:29][cH:30][cH:31]1.[CH2:47]1[O:48][CH2:49][CH2:50][O:51][CH2:52]1.[CH3:53][CH2:54][O:55][C:56]([CH3:57])=[O:58].[Na+:41].[Na+:42].[O-:43][C:44](=[O:45])[O-:46].[OH2:59].[n:32]1[cH:33][cH:34][c:35]([B:38]([OH:39])[OH:40])[cH:36][cH:37]1>>[c:2]1(-[c:35]2[cH:34][cH:33][n:32][cH:37][cH:36]2)[c:3]([O:4][c:5]2[n:6][cH:7][c:8]([NH:11][c:12]3[n:13][n:14][c:15](-[c:22]4[cH:23][cH:24][cH:25][cH:26][cH:27]4)[c:16]4[cH:17][cH:18][cH:19][cH:20][c:21]34)[cH:9][n:10]2)[cH:28][cH:29][cH:30][cH:31]1. The reactants are O=C(NC(CCc1nnn[nH]1)c1nc2cc(Cl)ccc2[nH]1)OCc1ccccc1, CO, ClCCl, C[Si](C)(C)I. Product: NC(CCc1nnn[nH]1)c1nc2cc(Cl)ccc2[nH]1. Reaction SMILES: [CH2:1]([O:2][C:3](=[O:4])[NH:11][CH:12]([CH2:13][CH2:14][c:15]1[n:16][n:17][n:18][nH:19]1)[c:20]1[n:21][c:22]2[c:23]([nH:24]1)[cH:25][cH:26][c:27]([Cl:29])[cH:28]2)[c:5]1[cH:6][cH:7][cH:8][cH:9][cH:10]1.[CH3:35][OH:36].[Cl:37][CH2:38][Cl:39].[I:30][Si:31]([CH3:32])([CH3:33])[CH3:34]>>[NH2:11][CH:12]([CH2:13][CH2:14][c:15]1[n:16][n:17][n:18][nH:19]1)[c:20]1[n:21][c:22]2[c:23]([nH:24]1)[cH:25][cH:26][c:27]([Cl:29])[cH:28]2. Starting materials: C(C)OC(=O)C1=C(COC2=CC=C(C=C2)C(C(=O)OCC)C)C=CC=C1 (ethyl 4-(2-ethoxycarbonylbenzyloxy)-α-methylphenylacetate), [OH-].[K+] (potassium hydroxide). The product is C(=O)(O)C1=C(COC2=CC=C(C=C2)C(C(=O)O)C)C=CC=C1 (4-(2-carboxybenzyloxy)-α-methylphenylacetic acid). As a reaction SMILES: C([O:3][C:4]([C:6]1[CH:26]=[CH:25][CH:24]=[CH:23][C:7]=1[CH2:8][O:9][C:10]1[CH:15]=[CH:14][C:13]([CH:16]([CH3:22])[C:17]([O:19]CC)=[O:18])=[CH:12][CH:11]=1)=[O:5])C.[OH-].[K+]>>[C:4]([C:6]1[CH:26]=[CH:25][CH:24]=[CH:23][C:7]=1[CH2:8][O:9][C:10]1[CH:15]=[CH:14][C:13]([CH:16]([CH3:22])[C:17]([OH:19])=[O:18])=[CH:12][CH:11]=1)([OH:5])=[O:3] |f:1.2|. Procedure: Reaction of ethyl 4-(2-ethoxycarbonylbenzyloxy)-α-methylphenylacetate with potassium hydroxide by the method described in Example 1c provides colorless crystals, m.p. 145°-146° C. of 4-(2-carboxybenzyloxy)-α-methylphenylacetic acid. Starting materials: NC(=NC(C1=C(C=C(C(=C1)S(=O)(=O)C)SC1=CC=NC=C1)C)=O)N (N-diaminomethylene-2-methyl-4-(4-pyridylthio)-5-methylsulfonylbenzamide), Cl (HCl). The solvent is O (H2O). The product is Cl.Cl.NC(=NC(C1=C(C=C(C(=C1)S(=O)(=O)C)SC1=CC=NC=C1)C)=O)N (N-diaminomethylene-2-methyl-4-(4-pyridylthio)-5-methylsulfonylbenzamide, dihydrochloride). Reaction SMILES: [NH2:1][C:2]([NH2:24])=[N:3][C:4](=[O:23])[C:5]1[CH:10]=[C:9]([S:11]([CH3:14])(=[O:13])=[O:12])[C:8]([S:15][C:16]2[CH:21]=[CH:20][N:19]=[CH:18][CH:17]=2)=[CH:7][C:6]=1[CH3:22].[ClH:25]>O>[ClH:25].[ClH:25].[NH2:24][C:2]([NH2:1])=[N:3][C:4](=[O:23])[C:5]1[CH:10]=[C:9]([S:11]([CH3:14])(=[O:13])=[O:12])[C:8]([S:15][C:16]2[CH:21]=[CH:20][N:19]=[CH:18][CH:17]=2)=[CH:7][C:6]=1[CH3:22] |f:3.4.5|. Reported procedure: 0.9 g of N-diaminomethylene-2-methyl-4-(4-pyridylthio)-5-methylsulfonylbenzamide [obtainable in accordance with Example 1] is suspended in 100 ml of H2O and dissolved with 1 molar aqueous HCl solution and the solution is then freeze-dried, to give N-diaminomethylene-2-methyl-4-(4-pyridylthio)-5-methylsulfonylbenzamide, dihydrochloride, m.p.>250°.